This data is from the Open Reaction Database (ORD), a public repository of structured organic reaction records. The task is: describe an organic reaction: reactants, conditions, products, and yield The reactants are COC1=CC2=C(CC3CCCCC2(C3=O)C)C=C1 (6,7,8,9,10,11-hexahydro-3-methoxy-5-methyl- 5,10 methano-5H-benzocyclononen-12-one), ClCCCCC1(C(CCC2=CC=C(C=C12)OC)=O)CC (1-(4-chlorobutyl)-1-ethyl-7-methoxy-2-tetralone). Product: C(C)C12CCCCC(CC3=C1C=C(C=C3)OC)C2=O (5-Ethyl-6,7,8,9,10,11-Hexahydro-3-Methoxy-5,10-Methano-5H-Benzocyclononen-12-One). Reaction SMILES: COC1C=CC2CC3C(=O)C(C)(C=2C=1)CCCC3.Cl[CH2:20][CH2:21][CH2:22][CH2:23][C:24]1([CH2:37][CH3:38])[C:33]2[C:28](=[CH:29][CH:30]=[C:31]([O:34][CH3:35])[CH:32]=2)[CH2:27][CH2:26][C:25]1=[O:36]>>[CH2:37]([C:24]12[C:25](=[O:36])[CH:26]([CH2:27][C:28]3[CH:29]=[CH:30][C:31]([O:34][CH3:35])=[CH:32][C:33]=31)[CH2:20][CH2:21][CH2:22][CH2:23]2)[CH3:38]. Reported procedure: Using a procedure analogous to that described in Example X for the preparation of 6,7,8,9,10,11-hexahydro-3-methoxy-5-methyl- 5,10 methano-5H-benzocyclononen-12-one there is obtained from 37.4 g. of 1-(4-chlorobutyl)-1-ethyl-7-methoxy-2-tetralone, 22.2 g. of the title product, b.p. 138° to 142° C. (0.35 mm.). Reactants: C([O-])(O)=O.[Na+] (sodium bicarbonate), IC=1C=C2C(C(=CN(C2=CC1)C1CN(C1)C)C(=O)OCC)=O (ethyl 6-iodo-1-(1-methylazetidin-3-yl)-4-oxo-1,4-dihydroquinoline-3-carboxylate), IC=1C=C2C(C(=CN(C2=CC1)C1CN(C1)C)C(=O)OCC)=O (ethyl 6-iodo-1-(1-methylazetidin-3-yl)-4-oxo-1,4-dihydroquinoline-3-carboxylate), C(CC)NC(NC1=CC(=C(C=N1)B(O)O)C=1SC=C(N1)C(F)(F)F)=O (6-(3-propylureido)-4-(4-trifluoromethylthiazol-2-yl)pyridin-3-ylboronic acid), C(CC)NC(NC1=CC(=C(C=N1)B(O)O)C=1SC=C(N1)C(F)(F)F)=O (6-(3-propylureido)-4-(4-trifluoromethylthiazol-2-yl)pyridin-3-ylboronic acid). The reagents and catalysts are Cl[Pd]([P](C1=CC=CC=C1)(C2=CC=CC=C2)C3=CC=CC=C3)([P](C4=CC=CC=C4)(C5=CC=CC=C5)C6=CC=CC=C6)Cl (trans dichlorobis(triphenylphosphine)palladium (II)). Run in C(OC)COC (dimethoxyethane). Run at temperature 30 celsius. Product: CN1CC(C1)N1C=C(C(C2=CC(=CC=C12)C=1C=NC(=CC1C=1SC=C(N1)C(F)(F)F)NC(=O)NCCC)=O)C(=O)OCC (Ethyl 1-(1-methylazetidin-3-yl)-4-oxo-6-(6-(3-propylureido)-4-(4-(trifluoromethyl)thiazol-2-yl)pyridin-3-yl)-1,4-dihydroquinoline-3-carboxylate). Reaction SMILES: I[C:2]1[CH:3]=[C:4]2[C:9](=[CH:10][CH:11]=1)[N:8]([CH:12]1[CH2:15][N:14]([CH3:16])[CH2:13]1)[CH:7]=[C:6]([C:17]([O:19][CH2:20][CH3:21])=[O:18])[C:5]2=[O:22].[CH2:23]([NH:26][C:27](=[O:47])[NH:28][C:29]1[N:34]=[CH:33][C:32](B(O)O)=[C:31]([C:38]2[S:39][CH:40]=[C:41]([C:43]([F:46])([F:45])[F:44])[N:42]=2)[CH:30]=1)[CH2:24][CH3:25].C(=O)(O)[O-].[Na+]>C(COC)OC.Cl[Pd](Cl)([P](C1C=CC=CC=1)(C1C=CC=CC=1)C1C=CC=CC=1)[P](C1C=CC=CC=1)(C1C=CC=CC=1)C1C=CC=CC=1>[CH3:16][N:14]1[CH2:15][CH:12]([N:8]2[C:9]3[C:4](=[CH:3][C:2]([C:32]4[CH:33]=[N:34][C:29]([NH:28][C:27]([NH:26][CH2:23][CH2:24][CH3:25])=[O:47])=[CH:30][C:31]=4[C:38]4[S:39][CH:40]=[C:41]([C:43]([F:46])([F:44])[F:45])[N:42]=4)=[CH:11][CH:10]=3)[C:5](=[O:22])[C:6]([C:17]([O:19][CH2:20][CH3:21])=[O:18])=[CH:7]2)[CH2:13]1 |f:2.3,^1:61,80|. Procedure: A suspension of ethyl 6-iodo-1-(1-methylazetidin-3-yl)-4-oxo-1,4-dihydroquinoline-3-carboxylate (Intermediate 31, 500 mg, 1.21 mmol) in dimethoxyethane (9.7 mL) in a vial was stirred with heating to obtain solution. The solution was cooled to 30° C. and trans dichlorobis(triphenylphosphine)palladium (II) (111 mg, 0.16 mmol) was added. The mixture was stirred for ˜10 min at room temperature, then 6-(3-propylureido)-4-(4-trifluoromethylthiazol-2-yl)pyridin-3-ylboronic acid (Intermediate 47, 1.3 eq... Reactants: CC(C)=O, COC(=O)C1CNCC1NC(=O)c1ccc(Cc2cc(C)nc3ccccc23)cc1, CCOC(C)=O, CCN(C(C)C)C(C)C, ClCCl. Product: COC(=O)C1CN(C(C)C)CC1NC(=O)c1ccc(Cc2cc(C)nc3ccccc23)cc1. Reaction SMILES: [CH3:10][C:11](=[O:12])[CH3:13].[CH3:14][c:15]1[n:16][c:17]2[cH:18][cH:19][cH:20][cH:21][c:22]2[c:23]([CH2:25][c:26]2[cH:27][cH:28][c:29]([C:30](=[O:31])[NH:32][CH:33]3[CH:34]([C:38](=[O:39])[O:40][CH3:41])[CH2:35][NH:36][CH2:37]3)[cH:42][cH:43]2)[cH:24]1.[CH3:47][CH2:48][O:49][C:50](=[O:51])[CH3:52].[CH:1]([CH3:2])([CH3:3])[N:4]([CH:5]([CH3:6])[CH3:7])[CH2:8][CH3:9].[Cl:44][CH2:45][Cl:46]>>[CH:1]([CH3:2])([CH3:3])[N:36]1[CH2:35][CH:34]([C:38](=[O:39])[O:40][CH3:41])[CH:33]([NH:32][C:30]([c:29]2[cH:28][cH:27][c:26]([CH2:25][c:23]3[c:22]4[c:17]([n:16][c:15]([CH3:14])[cH:24]3)[cH:18][cH:19][cH:20][cH:21]4)[cH:43][cH:42]2)=[O:31])[CH2:37]1. Solvent: CO (methanol), C(C)OCC (diethyl ether), C(C)OCC (diethyl ether). Reported procedure: To a stirred mixture of 79.5 g of 2-fluorobenzoic acid, 2-(4-fluorophenyl)hydrazide in 350 ml of diethyl ether was added, portionwise, 80.0 g of phosphorous pentachloride. Upon completion of the addition, the reaction mixture was refluxed for 1 hr and then stirred at ambient temperature for 16 hrs. In the following order, a solution of 81.3 g of phenol in 80 ml of diethyl ether, 385 ml of methanol, and sufficient water to reach the solution cloud point, were added, dropwise, to the reaction mixt... Yields the product ClC(C1=C(C=CC=C1)F)=O (α-chloro-2-fluorobenzaldehyde). RXN SMILES: FC1C=CC(NN[C:10](=[O:18])[C:11]2[CH:16]=[CH:15][CH:14]=[CH:13][C:12]=2[F:17])=CC=1.P(Cl)(Cl)(Cl)(Cl)[Cl:20].C1(O)C=CC=CC=1.O>C(OCC)C.CO>[Cl:20][C:10](=[O:18])[C:11]1[CH:16]=[CH:15][CH:14]=[CH:13][C:12]=1[F:17]. The yield is 121.1%. Starting materials: P(Cl)(Cl)(Cl)(Cl)Cl (phosphorous pentachloride), O (water), FC1=CC=C(C=C1)NNC(C1=C(C=CC=C1)F)=O (2-fluorobenzoic acid, 2-(4-fluorophenyl)hydrazide), C1(=CC=CC=C1)O (phenol). Reaction conditions: time 16 hour.